Dataset: the Open Reaction Database (ORD), a public repository of structured organic reaction records. Task: describe an organic reaction: reactants, conditions, products, and yield Starting materials: COCCOc1ccc(Br)cc1, O=C([O-])[O-], CC1(C)OB(c2cnc3[nH]ccc3c2)OC1(C)C, CCOC(C)=O, [K+], [K+], [Na+], [Na+], O=C([O-])[O-], C1CCOC1, c1ccc(P(c2ccccc2)(c2ccccc2)[Pd](P(c2ccccc2)(c2ccccc2)c2ccccc2)(P(c2ccccc2)(c2ccccc2)c2ccccc2)P(c2ccccc2)(c2ccccc2)c2ccccc2)cc1. Yields the product COCCOc1ccc(-c2cnc3[nH]ccc3c2)cc1. As a reaction SMILES: [Br:19][c:20]1[cH:21][cH:22][c:23]([O:26][CH2:27][CH2:28][O:29][CH3:30])[cH:24][cH:25]1.[C:31](=[O:32])([O-:33])[O-:34].[CH3:1][C:2]1([CH3:3])[C:4]([CH3:5])([CH3:6])[O:7][B:8]([c:9]2[cH:10][c:11]3[c:12]([n:13][cH:14]2)[nH:15][cH:16][cH:17]3)[O:18]1.[CH3:42][CH2:43][O:44][C:45](=[O:46])[CH3:47].[K+:35].[K+:36].[Na+:48].[Na+:49].[O-:50][C:51](=[O:52])[O-:53].[O:37]1[CH2:38][CH2:39][CH2:40][CH2:41]1.[cH:54]1[cH:55][cH:56][c:57]([P:58]([Pd:59]([P:60]([c:61]2[cH:62][cH:63][cH:64][cH:65][cH:66]2)([c:67]2[cH:68][cH:69][cH:70][cH:71][cH:72]2)[c:73]2[cH:74][cH:75][cH:76][cH:77][cH:78]2)([P:79]([c:80]2[cH:81][cH:82][cH:83][cH:84][cH:85]2)([c:86]2[cH:87][cH:88][cH:89][cH:90][cH:91]2)[c:92]2[cH:93][cH:94][cH:95][cH:96][cH:97]2)[P:98]([c:99]2[cH:100][cH:101][cH:102][cH:103][cH:104]2)([c:105]2[cH:106][cH:107][cH:108][cH:109][cH:110]2)[c:111]2[cH:112][cH:113][cH:114][cH:115][cH:116]2)([c:117]2[cH:118][cH:119][cH:120][cH:121][cH:122]2)[c:123]2[cH:124][cH:125][cH:126][cH:127][cH:128]2)[cH:129][cH:130]1>>[c:9]1(-[c:20]2[cH:21][cH:22][c:23]([O:26][CH2:27][CH2:28][O:29][CH3:30])[cH:24][cH:25]2)[cH:10][c:11]2[c:12]([n:13][cH:14]1)[nH:15][cH:16][cH:17]2. Reactants: ClC1=NC=C(C=C1)[N+](=O)[O-] (2-chloro-5-nitropyridine), C(CCC)[Sn](C=CC1=CC=CC=C1)(CCCC)CCCC (tributyl-styryl-stannane), C1(=CC=CC=C1)P(C1=CC=CC=C1)C1=CC=CC=C1 (triphenylphosphine). The reagents and catalysts are C(C)(=O)[O-].[Pd+2].C(C)(=O)[O-] (palladium(II)-acetate). The solvent is CN(C)C=O (DMF). Reaction conditions: time 0.5 hour. Product: C(=C\C1=CC=CC=C1)/C1=CC=C(C=N1)N (trans-6-Styryl-pyridin-3-yl-amine). Isolated yield 22.9%. As a reaction SMILES: C1(P(C2C=CC=CC=2)C2C=CC=CC=2)C=CC=CC=1.Cl[C:21]1[CH:26]=[CH:25][C:24]([N+:27]([O-])=O)=[CH:23][N:22]=1.C([Sn](CCCC)(CCCC)[CH:35]=[CH:36][C:37]1[CH:42]=[CH:41][CH:40]=[CH:39][CH:38]=1)CCC>CN(C=O)C.C([O-])(=O)C.[Pd+2].C([O-])(=O)C>[CH:35](/[C:21]1[N:22]=[CH:23][C:24]([NH2:27])=[CH:25][CH:26]=1)=[CH:36]\[C:37]1[CH:42]=[CH:41][CH:40]=[CH:39][CH:38]=1 |f:4.5.6|. Procedure details: Under inert atmosphere (Ar) a mixture of palladium(II)-acetate (0.45 g , 2 mmol) and triphenylphosphine (0.95 g, 3.6 mmol) in DMF (50 ml) was stirred for 0.5 hr at rt. Then 2-chloro-5-nitropyridine (3.2 g, 20 mmol) and tributyl-styryl-stannane (15.7 g, 40 mmol) was added and the mixture was stirred at 130° C. for 15 hr. The solvent was evaporated and the residue partitioned between AcOEt and 1N HCl. The aqueous phase was neutralized with 6N NaOH and extracted with AcOEt. The organic phase was dr... Starting materials: NC1=C(C(=O)OC)C=CC(=C1)Br (methyl 2-amino-4-bromobenzoate), ClCCCS(=O)(=O)Cl (3-chloropropane-1-sulfonyl chloride). Product: BrC1=CC(=C(C(=O)OC)C=C1)N1S(CCC1)(=O)=O (methyl 4-bromo-2-(1,1-dioxo-1λ6-isothiazolidin-2-yl)benzoate). Reaction SMILES: [NH2:1][C:2]1[CH:11]=[C:10]([Br:12])[CH:9]=[CH:8][C:3]=1[C:4]([O:6][CH3:7])=[O:5].Cl[CH2:14][CH2:15][CH2:16][S:17](Cl)(=[O:19])=[O:18]>>[Br:12][C:10]1[CH:9]=[CH:8][C:3]([C:4]([O:6][CH3:7])=[O:5])=[C:2]([N:1]2[CH2:14][CH2:15][CH2:16][S:17]2(=[O:19])=[O:18])[CH:11]=1. Procedure: Using methyl 2-amino-4-bromobenzoate (5 g) and 3-chloropropane-1-sulfonyl chloride (3.44 mL) and by the reaction and treatment in the same manner as in Preparation Example 17, the title compound (5.32 g) was obtained.